This data is from the Open Reaction Database (ORD), a public repository of structured organic reaction records. The task is: describe an organic reaction: reactants, conditions, products, and yield Reactants: CN(CC(CN)(C)C)C (N,N,2,2-tetramethyl-1,3-propanediamine), FC=1C=C(C(=O)NC2=CC=C(C3=CC=CC=C23)OC2=NC(=NC=C2)SC)C=C(C1)N1CCOCC1 (3-Fluoro-N-[4-(2-methylsulfanyl-pyrimidin-4-yloxy)-naphthalen-1-yl]-5-morpholin-4-yl-benzamide), C1=CC(=CC(=C1)Cl)C(=O)OO (MCPBA). Solvent: CS(=O)C (DMSO), C(Cl)Cl (CH2Cl2), C(Cl)(Cl)Cl (CHCl3), C(Cl)(Cl)Cl (CHCl3). Run at temperature 85 celsius. Yields the product CN(CC(CNC1=NC=CC(=N1)OC1=CC=C(C2=CC=CC=C12)NC(C1=CC(=CC(=C1)N1CCOCC1)F)=O)(C)C)C (N-{4-[2-(3-dimethylamino-2,2-dimethyl-propylamino)-pyrimidin-4-yloxy]-naphthalen-1-yl}-3-fluoro-5-morpholin-4-yl-benzamide). The yield is 11.5%. As a reaction SMILES: [F:1][C:2]1[CH:3]=[C:4]([CH:27]=[C:28]([N:30]2[CH2:35][CH2:34][O:33][CH2:32][CH2:31]2)[CH:29]=1)[C:5]([NH:7][C:8]1[C:17]2[C:12](=[CH:13][CH:14]=[CH:15][CH:16]=2)[C:11]([O:18][C:19]2[CH:24]=[CH:23][N:22]=[C:21](SC)[N:20]=2)=[CH:10][CH:9]=1)=[O:6].C1C=C(Cl)C=C(C(OO)=O)C=1.[CH3:47][N:48]([CH3:55])[CH2:49][C:50]([CH3:54])([CH3:53])[CH2:51][NH2:52]>C(Cl)(Cl)Cl.CS(C)=O.C(Cl)Cl>[CH3:47][N:48]([CH3:55])[CH2:49][C:50]([CH3:54])([CH3:53])[CH2:51][NH:52][C:21]1[N:20]=[C:19]([O:18][C:11]2[C:12]3[C:17](=[CH:16][CH:15]=[CH:14][CH:13]=3)[C:8]([NH:7][C:5](=[O:6])[C:4]3[CH:27]=[C:28]([N:30]4[CH2:35][CH2:34][O:33][CH2:32][CH2:31]4)[CH:29]=[C:2]([F:1])[CH:3]=3)=[CH:9][CH:10]=2)[CH:24]=[CH:23][N:22]=1. Procedure: 3-Fluoro-N-[4-(2-methylsulfanyl-pyrimidin-4-yloxy)-naphthalen-1-yl]-5-morpholin-4-yl-benzamide (457 mg, 0.908 mmol) and MCPBA (447 mg, 1.998 mmol) in CHCl3 (5 ml) is stirred at room temperature for 1 h. The mixture is diluted with CHCl3 (5 ml) washed with sat'd NaHCO3 solution (5 ml), water (5 ml), dried over Na2SO4 and concentrated to give a yellow solid. The yellow solid is mixed with N,N,2,2-tetramethyl-1,3-propanediamine (1.18 g, 9.08 mmol) and DIPA (1.58 ml, 9.08 mmol) in DMSO (2 ml), and h...